Task: describe an organic reaction: reactants, conditions, products, and yield. Dataset: the Open Reaction Database (ORD), a public repository of structured organic reaction records Reactants: FC=1C=C(C#N)C=CC1CO (3-fluoro-4-(hydroxymethyl)benzonitrile). Reagents/catalysts: [O-2].[Mn+4].[O-2] (manganese(IV) oxide). The solvent is ClCCl (dichloromethane). Reaction conditions: time 8 hour. Yields the product FC=1C=C(C#N)C=CC1C=O (3-Fluoro-4-formylbenzonitrile). As a reaction SMILES: [F:1][C:2]1[CH:3]=[C:4]([CH:7]=[CH:8][C:9]=1[CH2:10][OH:11])[C:5]#[N:6]>ClCCl.[O-2].[Mn+4].[O-2]>[F:1][C:2]1[CH:3]=[C:4]([CH:7]=[CH:8][C:9]=1[CH:10]=[O:11])[C:5]#[N:6] |f:2.3.4|. Procedure: 1.00 g (6.62 mmol) of 3-fluoro-4-(hydroxymethyl)benzonitrile are dissolved in 50 ml of dichloromethane, and 9.20 g (105.9 mmol) of manganese(IV) oxide are added. The mixture is stirred at room temperature overnight and then filtered through a short kieselguhr column. The solvent is distilled out under reduced pressure, and the residue is purified by column chromatography (silica gel, mobile phase: dichloromethane). 120 mg (12.1% of theory) of the title compound are obtained. Procedure: Water (3 mL), sodium carbonate (0.76 g), 2-bromopyridine (0.42 mL), and tetrakis(triphenylphosphine)palladium(0) (0.17 g) were added to an ethylene glycol dimethyl ether (10 mL) solution of tert-butyl 2-nitro-4-(4,4,5,5-tetramethyl-1,3,2-dioxaborolan-2-yl)benzoate (1.0 g), followed by heating to reflux under a nitrogen atmosphere for 2 hours and 30 minutes. The reaction mixture was cooled to room temperature, and then a 10% aqueous solution of citric acid and ethyl acetate were added thereto. Th... Reactants: C([O-])([O-])=O.[Na+].[Na+] (sodium carbonate), BrC1=NC=CC=C1 (2-bromopyridine), [N+](=O)([O-])C1=C(C(=O)OC(C)(C)C)C=CC(=C1)B1OC(C(O1)(C)C)(C)C (tert-butyl 2-nitro-4-(4,4,5,5-tetramethyl-1,3,2-dioxaborolan-2-yl)benzoate), aqueous solution, C(CC(O)(C(=O)O)CC(=O)O)(=O)O (citric acid). The reagents and catalysts are C=1C=CC(=CC1)[P](C=2C=CC=CC2)(C=3C=CC=CC3)[Pd]([P](C=4C=CC=CC4)(C=5C=CC=CC5)C=6C=CC=CC6)([P](C=7C=CC=CC7)(C=8C=CC=CC8)C=9C=CC=CC9)[P](C=1C=CC=CC1)(C=1C=CC=CC1)C=1C=CC=CC1 (tetrakis(triphenylphosphine)palladium(0)). Reaction SMILES: C(=O)([O-])[O-].[Na+].[Na+].Br[C:8]1[CH:13]=[CH:12][CH:11]=[CH:10][N:9]=1.[N+:14]([C:17]1[CH:29]=[C:28](B2OC(C)(C)C(C)(C)O2)[CH:27]=[CH:26][C:18]=1[C:19]([O:21][C:22]([CH3:25])([CH3:24])[CH3:23])=[O:20])([O-:16])=[O:15].C(O)(=O)CC(CC(O)=O)(C(O)=O)O>C1C=CC([P]([Pd]([P](C2C=CC=CC=2)(C2C=CC=CC=2)C2C=CC=CC=2)([P](C2C=CC=CC=2)(C2C=CC=CC=2)C2C=CC=CC=2)[P](C2C=CC=CC=2)(C2C=CC=CC=2)C2C=CC=CC=2)(C2C=CC=CC=2)C2C=CC=CC=2)=CC=1.C(OCC)(=O)C.COCCOC.O>[N+:14]([C:17]1[CH:29]=[C:28]([C:8]2[CH:13]=[CH:12][CH:11]=[CH:10][N:9]=2)[CH:27]=[CH:26][C:18]=1[C:19]([O:21][C:22]([CH3:25])([CH3:24])[CH3:23])=[O:20])([O-:16])=[O:15] |f:0.1.2,^1:55,57,76,95|. The product is [N+](=O)([O-])C1=C(C(=O)OC(C)(C)C)C=CC(=C1)C1=NC=CC=C1 (tert-butyl 2-nitro-4-(pyridin-2-yl)benzoate). Solvent: COCCOC (ethylene glycol dimethyl ether), O (Water), C(C)(=O)OCC (ethyl acetate). Product: COc1cc(CCC(=O)N2CCN(Cc3ccc4c(c3)OCO4)CC2)ccc1N(C)c1ccc([N+](=O)[O-])cn1. The reactants are c1cc2c(cc1CN1CCNCC1)OCO2, C1CCOC1, CCOC(=O)CCc1ccc(N(C)c2ccc([N+](=O)[O-])cn2)c(OC)c1, CCO, Cl, [Na+], CN(C)C=O, [OH-]. As a reaction SMILES: [CH2:30]([c:31]1[cH:32][c:33]2[c:37]([cH:38][cH:39]1)[O:36][CH2:35][O:34]2)[N:40]1[CH2:41][CH2:42][NH:43][CH2:44][CH2:45]1.[CH2:54]1[O:55][CH2:56][CH2:57][CH2:58]1.[CH3:1][O:2][c:3]1[cH:4][c:5]([CH2:20][CH2:21][C:22](=[O:23])[O:24][CH2:25][CH3:26])[cH:6][cH:7][c:8]1[N:9]([c:10]1[n:11][cH:12][c:13]([N+:16](=[O:17])[O-:18])[cH:14][cH:15]1)[CH3:19].[CH3:46][CH2:47][OH:48].[ClH:29].[Na+:28].[O:49]=[CH:50][N:51]([CH3:52])[CH3:53].[OH-:27]>>[CH3:1][O:2][c:3]1[cH:4][c:5]([CH2:20][CH2:21][C:22](=[O:23])[N:43]2[CH2:42][CH2:41][N:40]([CH2:30][c:31]3[cH:32][c:33]4[c:37]([cH:38][cH:39]3)[O:36][CH2:35][O:34]4)[CH2:45][CH2:44]2)[cH:6][cH:7][c:8]1[N:9]([c:10]1[n:11][cH:12][c:13]([N+:16](=[O:17])[O-:18])[cH:14][cH:15]1)[CH3:19]. The reactants are COC=1C=C(C=CC1)NC1=C(C=NC2=CC=C(C=C12)[N+](=O)[O-])C#N (4-[(3-methoxyphenyl)amino]-6-nitro-quinoline-3-carbonitrile), NN (hydrazine). Reagents/catalysts: [Pd] (palladium on carbon). Run in C(C)O (ethanol). Product: NC=1C=C2C(=C(C=NC2=CC1)C#N)NC1=CC(=CC=C1)OC (6-Amino-4-[(3-methoxyphenyl)amino]-quinoline-3-carbonitrile). Isolated yield 96.2%. RXN SMILES: [CH3:1][O:2][C:3]1[CH:4]=[C:5]([NH:9][C:10]2[C:19]3[C:14](=[CH:15][CH:16]=[C:17]([N+:20]([O-])=O)[CH:18]=3)[N:13]=[CH:12][C:11]=2[C:23]#[N:24])[CH:6]=[CH:7][CH:8]=1.NN>[Pd].C(O)C>[NH2:20][C:17]1[CH:18]=[C:19]2[C:14](=[CH:15][CH:16]=1)[N:13]=[CH:12][C:11]([C:23]#[N:24])=[C:10]2[NH:9][C:5]1[CH:6]=[CH:7][CH:8]=[C:3]([O:2][CH3:1])[CH:4]=1. Reported procedure: 325 mg of 10% palladium on carbon was added to a round bottom flask under N2 and covered with 165 ml ethanol. Added 3.29 g (10.3 mmol) 4-[(3-methoxyphenyl)amino]-6-nitro-quinoline-3-carbonitrile and 800 μl anhydrous hydrazine and heated mixture to reflux. At 1½ hours, filtered hot through celite, stripped solvent and dried in vacuo, giving 2.876 g of yellow solid: mass spectrum (electrospray m/e): M+H=291.2.